Dataset: the Open Reaction Database (ORD), a public repository of structured organic reaction records. Task: describe an organic reaction: reactants, conditions, products, and yield Reaction conditions: temperature 5 celsius, time 1 hour. The yield is 71.5%. The reactants are compound ( 23 ), ClC1=CC=C(C(=O)OC[C@@H]2CC[C@H](O2)Cl)C=C1 (5-O-(4-chlorobenzoyl)-2,3-dideoxy-α-D-ribosyl chloride), C(CCC)N(CCCC)CCCC (tri-n-butylamine), C(CCC)N(CCCC)CCCC (tri-n-butylamine), 4A, P(O)(O)(O)=O (orthophosphoric acid), C(C)#N (acetonitrile). Product: C1(CCCCC1)NC1CCCCC1 (dicyclohexylamine), compound ( 23 ). RXN SMILES: P(=O)(O)(O)O.C([N:10]([CH2:15][CH2:16][CH2:17][CH3:18])[CH2:11][CH2:12][CH2:13][CH3:14])CCC.Cl[C:20]1C=CC(C(OC[C@H]2O[C@H](Cl)CC2)=O)=C[CH:21]=1.[C:36](#N)[CH3:37]>>[CH:15]1([NH:10][CH:11]2[CH2:12][CH2:13][CH2:14][CH2:37][CH2:36]2)[CH2:16][CH2:17][CH2:18][CH2:21][CH2:20]1. Procedure details: To a mixture of 3.5 g of orthophosphoric acid in 33 mL of acetonitrile were added 2.2 g of tri-n-butylamine and 3.3 g of molecular sieves 4A, and the mixture was cooled to 5° C. with stirring. To the mixture was added 3.28 g of 5-O-(4-chlorobenzoyl)-2,3-dideoxy-α-D-ribosyl chloride. After 1 hour, precipitation of crystals initiated and then a thick suspension was provided. After 20 hours, the ratio of α-form/β-form for compound (23) in the reaction suspension was 10:1. To the suspension was adde... The reactants are C(C)C=1C=C(C#N)C=CC1OCC1=CC=CC=C1 (3-ethyl-4-[(phenylmethyl)oxy]benzonitrile), C(C)C=1C=C(C#N)C=CC1OCC1=CC=CC=C1 (3-ethyl-4-[(phenylmethyl)oxy]benzonitrile). The reagents and catalysts are [Pd] (Pd/C). Run in CCOC(=O)C.CCO (EtOAc EtOH). Run at time 8 hour. Yields the product C(C)C=1C=C(C#N)C=CC1O (3-ethyl-4-hydroxybenzonitrile). Isolated yield 71.4%. As a reaction SMILES: [CH2:1]([C:3]1[CH:4]=[C:5]([CH:8]=[CH:9][C:10]=1[O:11]CC1C=CC=CC=1)[C:6]#[N:7])[CH3:2]>CCOC(C)=O.CCO.[Pd]>[CH2:1]([C:3]1[CH:4]=[C:5]([CH:8]=[CH:9][C:10]=1[OH:11])[C:6]#[N:7])[CH3:2] |f:1.2|. Procedure: 3-ethyl-4-[(phenylmethyl)oxy]benzonitrile (Intermediate 112, 334 mg) was dissolved in 15 mL of EtOAc/EtOH (2/1) and 10% mol Pd/C (0.1 equiv) was added to the solution. The resulting mixture was stirred overnight at room temperature under hydrogen gas atmosphere. The reaction mixture was filtered under argon and the solvent was removed. The residue obtained was purified by chromatography on silica gel (Companion system, 40 g Si cartridge) using as eluent a gradient cyclohexane/ethyl acetate from ... The reactants are CC1=NOC(=C1C)N(S(=O)(=O)C=1C(=CC=CC1)C1=C(C=C(C=C1)C=1OC=CN1)C(C=1OC(=CN1)C1=CC=CC=C1)O)COCCOC (N-(3,4-Dimethyl-5-isoxazolyl)-2'-[hydroxy(5-phenyl-2-oxazolyl)methyl]-N-[(2-methoxyethoxy)methyl]-4'-(2-oxazolyl)[1,1'-biphenyl]-2-sulfonamide), [Si](C)(C)(C)Cl (Me3SiCl), O (H2O), [Si](C)(C)(C)Cl (Me3SiCl), [Na+].[I-] (NaI), [Na+].[I-] (NaI). Solvent: CC#N (CH3CN), CCOC(=O)C (EtOAc). Reaction conditions: time 1 hour. The product is CC1=NOC(=C1C)NS(=O)(=O)C=1C(=CC=CC1)C1=C(C=C(C=C1)C=1OC=CN1)C(C=1OC(=CN1)C1=CC=CC=C1)O (N-(3,4-Dimethyl-5-isoxazolyl)-2'-[hydroxy(5-phenyl-2-oxazolyl)methyl]-4'-(2-oxazolyl)[1,1'-biphenyl]-2-sulfonamide). RXN SMILES: [CH3:1][C:2]1[C:6]([CH3:7])=[C:5]([N:8](COCCOC)[S:9]([C:12]2[C:13]([C:18]3[CH:23]=[CH:22][C:21]([C:24]4[O:25][CH:26]=[CH:27][N:28]=4)=[CH:20][C:19]=3[CH:29]([OH:41])[C:30]3[O:31][C:32]([C:35]4[CH:40]=[CH:39][CH:38]=[CH:37][CH:36]=4)=[CH:33][N:34]=3)=[CH:14][CH:15]=[CH:16][CH:17]=2)(=[O:11])=[O:10])[O:4][N:3]=1.[Si](Cl)(C)(C)C.[Na+].[I-].O>CC#N.CCOC(C)=O>[CH3:1][C:2]1[C:6]([CH3:7])=[C:5]([NH:8][S:9]([C:12]2[C:13]([C:18]3[CH:23]=[CH:22][C:21]([C:24]4[O:25][CH:26]=[CH:27][N:28]=4)=[CH:20][C:19]=3[CH:29]([OH:41])[C:30]3[O:31][C:32]([C:35]4[CH:40]=[CH:39][CH:38]=[CH:37][CH:36]=4)=[CH:33][N:34]=3)=[CH:14][CH:15]=[CH:16][CH:17]=2)(=[O:10])=[O:11])[O:4][N:3]=1 |f:2.3|. Reported procedure: To a solution of the title compound of Step (B) (200 mg, 0.305 mmol) in 10.2 ml of CH3CN, Me3SiCl (199 mg, 1.83 mmol) was added and followed by NaI (274 mg, 1.83 mmol). The mixture was stirred at room temperature for 1 hr. Additional Me3SiCl (199 mg, 1.83 mmol) and NaI (274 mg, 1.83 mmol) were added in three portions and the reaction was stirred for additional 5.5 hr. The mixture was added to 5 ml H2O and 50 ml EtOAc. The organic layer was washed with sat. Na2S2 O3, brine, dried and concentrated... Reactants: ClC1=CC(=CC=C1)C(=O)OO (3-chloroperbenzoic acid), CC=1S[C@H]2N(C(C1)C(=O)OCC(Cl)(Cl)Cl)C(C2NC(CC2=CC=CC=C2)=O)=O (2,2,2-trichloroethyl 2-methyl-7-(2-phenylacetamido)-2-cephem-4-carboxylate). Solvent: ClCCl (dichloromethane), ClCCl (dichloromethane). Conditions: time 1 hour. Yields the product CC1S([C@H]2N(C(=C1)C(=O)OCC(Cl)(Cl)Cl)C(C2NC(CC2=CC=CC=C2)=O)=O)=O (2,2,2-trichloroethyl 2-methyl-7-(2-phenylacetamido)-3-cephem-4-carboxylate-1-oxide). Yield: 58.8%. As a reaction SMILES: ClC1C=CC=C(C(OO)=[O:9])C=1.[CH3:12][C:13]1[S:14][C@@H:15]2[CH:28]([NH:29][C:30](=[O:38])[CH2:31][C:32]3[CH:37]=[CH:36][CH:35]=[CH:34][CH:33]=3)[C:27](=[O:39])[N:16]2[CH:17]([C:19]([O:21][CH2:22][C:23]([Cl:26])([Cl:25])[Cl:24])=[O:20])[CH:18]=1>ClCCl>[CH3:12][CH:13]1[CH:18]=[C:17]([C:19]([O:21][CH2:22][C:23]([Cl:24])([Cl:25])[Cl:26])=[O:20])[N:16]2[C:27](=[O:39])[CH:28]([NH:29][C:30](=[O:38])[CH2:31][C:32]3[CH:33]=[CH:34][CH:35]=[CH:36][CH:37]=3)[C@H:15]2[S:14]1=[O:9]. Procedure: A solution of 3-chloroperbenzoic acid (0.40 g.) in dichloromethane (10 ml.) was dropwise added to a solution of 2,2,2-trichloroethyl 2-methyl-7-(2-phenylacetamido)-2-cephem-4-carboxylate (0.92 g.) in dichloromethane (10 ml.) and the mixture was stirred for 1 hour. After the reaction was completed, the reaction mixture was filtered and the filtrate was washed in turn with a sodium bicarbonate aqueous solution and a saturated sodium chloride aqueous solution, dried over magnesium sulfate, after wh... Starting materials: IC1CC(NCC1)C(=O)O (4-iodopipecolinic acid), CO (methanol). Reagents/catalysts: S(O)(O)(=O)=O (sulfuric acid). Product: COC(C1NCCC(C1)I)=O (4-iodopipecolinic acid methyl ester). Yield: 86.0%. RXN SMILES: [I:1][CH:2]1[CH2:7][CH2:6][NH:5][CH:4]([C:8]([OH:10])=[O:9])[CH2:3]1.[CH3:11]O>S(=O)(=O)(O)O>[CH3:11][O:9][C:8](=[O:10])[CH:4]1[CH2:3][CH:2]([I:1])[CH2:7][CH2:6][NH:5]1. Procedure details: To a solution of 13a prepared in method Q (5 g, 13.26 mmol) in methanol (500 mL) was added a few drops of conc. sulfuric acid. The reaction mixture was refluxed overnight. The solvent was evaporated and the residue was purified by chromatography to give 4-iodopipecolinic acid methyl ester 14a as a yellow solid (3.0 g, 86%): 1H NMR (300 MHz, CDCl3) δ 8.49 (d, J=1.5, 1), 8.37 (d, J=5.4, 1), 7.85 (dd, J=1.6, 5.2, 1), 4.00 (s, 3); MS (ESPOS): 264.3 [M+H]+. Starting materials: C(C)(=O)OC1=CC=C(C=C1)CCN1C(C2=CC=C(C(=C2CC1)OCCCCC)OC)=O (4-[2-(6-Methoxy-1-oxo-5-pentyloxy-3,4-dihydro-1H-isoquinolin-2-yl)ethyl]phenyl acetate), N (ammonia). The solvent is CO (methanol). Reaction conditions: time 2 hour. Product: OC1=CC=C(C=C1)CCN1C(C2=CC=C(C(=C2CC1)OCCCCC)OC)=O (2-[2-(4-hydroxyphenyl)ethyl]-6-methoxy-5-pentyloxy-3,4dihydro-2H-isoquinolin-1-one). Isolated yield 61.1%. RXN SMILES: C([O:4][C:5]1[CH:10]=[CH:9][C:8]([CH2:11][CH2:12][N:13]2[CH2:22][CH2:21][C:20]3[C:15](=[CH:16][CH:17]=[C:18]([O:29][CH3:30])[C:19]=3[O:23][CH2:24][CH2:25][CH2:26][CH2:27][CH3:28])[C:14]2=[O:31])=[CH:7][CH:6]=1)(=O)C.N>CO>[OH:4][C:5]1[CH:10]=[CH:9][C:8]([CH2:11][CH2:12][N:13]2[CH2:22][CH2:21][C:20]3[C:15](=[CH:16][CH:17]=[C:18]([O:29][CH3:30])[C:19]=3[O:23][CH2:24][CH2:25][CH2:26][CH2:27][CH3:28])[C:14]2=[O:31])=[CH:7][CH:6]=1. Reported procedure: 4-[2-(6-Methoxy-1-oxo-5-pentyloxy-3,4-dihydro-1H-isoquinolin-2-yl)ethyl]phenyl acetate (720 mg, 1.69 mmol, 1 eq) was dissolved in methanol (10 ml), and aqueous ammonia (10 ml) was added. The mixture was stirred for 2 hours at room temperature. The reaction mixture was concentrated under reduced pressure, and water (20 ml) was added to the residue. The mixture was extracted twice with ethyl acetate (30 ml). The organic layers were combined, washed with a 1N aqueous hydrochloric acid solution (10 ... The reactants are Cl (hydrochloric acid), C(#CCCCCCCCCCCC)C1=CC=C(C=CC(=O)OC)C=C1 (methyl 4-(1-tridecynyl)cinnamate), O.[OH-].[Li+] (lithium hydroxide monohydrate). The solvent is O1CCCC1 (tetrahydrofuran), O (water). Conditions: time 8 hour. The product is C(#CCCCCCCCCCCC)C1=CC=C(C=CC(=O)O)C=C1 (4-(1-Tridecynyl)cinnamic acid). RXN SMILES: [C:1]([C:14]1[CH:25]=[CH:24][C:17]([CH:18]=[CH:19][C:20]([O:22]C)=[O:21])=[CH:16][CH:15]=1)#[C:2][CH2:3][CH2:4][CH2:5][CH2:6][CH2:7][CH2:8][CH2:9][CH2:10][CH2:11][CH2:12][CH3:13].O.[OH-].[Li+].Cl>O1CCCC1.O>[C:1]([C:14]1[CH:15]=[CH:16][C:17]([CH:18]=[CH:19][C:20]([OH:22])=[O:21])=[CH:24][CH:25]=1)#[C:2][CH2:3][CH2:4][CH2:5][CH2:6][CH2:7][CH2:8][CH2:9][CH2:10][CH2:11][CH2:12][CH3:13] |f:1.2.3|. Procedure: To a solution of methyl 4-(1-tridecynyl)cinnamate (680 mg, 2 mmole) in tetrahydrofuran (25 ml) was added a solution of lithium hydroxide monohydrate (0.84 g) in water (25 ml) and the mixture was stirred overnight at room temperature. The cloudy mixture was acidified with dilute hydrochloric acid and then extracted with ether. The ethereal extracts were washed with brine, dried (MgSO4) and evaporated to a white crystalline solid. Yield 0.650 g (100%). Recrystallisation from methanol afforded mate...